Dataset: the Open Reaction Database (ORD), a public repository of structured organic reaction records. Task: describe an organic reaction: reactants, conditions, products, and yield Reactants: COC1=CC2=C(CC(N(CC2)CCCCl)=O)C=C1OC (3-(7,8-dimethoxy-1,3,4,5-tetrahydro-2H-3-benzazepin-2-on-3-yl)-1-chloropropane), CN(C1=CC=C(C=C1)OCCNC)C (N-[2-(4-dimethylaminophenyloxy)-ethyl]-methylamine). Solvent: C(C)N(CC)CC (triethylamine). Yields the product COC1=CC2=C(CC(N(CC2)CCCN(CCOC2=CC=C(C=C2)N(C)C)C)=O)C=C1OC (N-[3-(7,8-Dimethoxy-1,3,4,5-tetrahydro-2H-3-benzazepin-2-on-3-yl)-propyl]-N-[2-(4-dimethylaminophenyloxy)-ethyl]-methylamine). RXN SMILES: [CH3:1][O:2][C:3]1[C:18]([O:19][CH3:20])=[CH:17][C:6]2[CH2:7][C:8](=[O:16])[N:9]([CH2:12][CH2:13][CH2:14]Cl)[CH2:10][CH2:11][C:5]=2[CH:4]=1.[CH3:21][N:22]([CH3:34])[C:23]1[CH:28]=[CH:27][C:26]([O:29][CH2:30][CH2:31][NH:32][CH3:33])=[CH:25][CH:24]=1>C(N(CC)CC)C>[CH3:1][O:2][C:3]1[C:18]([O:19][CH3:20])=[CH:17][C:6]2[CH2:7][C:8](=[O:16])[N:9]([CH2:12][CH2:13][CH2:14][N:32]([CH3:33])[CH2:31][CH2:30][O:29][C:26]3[CH:27]=[CH:28][C:23]([N:22]([CH3:34])[CH3:21])=[CH:24][CH:25]=3)[CH2:10][CH2:11][C:5]=2[CH:4]=1. Procedure: The title compound is prepared from 3-(7,8-dimethoxy-1,3,4,5-tetrahydro-2H-3-benzazepin-2-on-3-yl)-1-chloropropane, N-[2-(4-dimethylaminophenyloxy)-ethyl]-methylamine and triethylamine analogously to Example 6. Starting materials: C(C1=CC=CC=C1)NC(C1=CN=C(C=C1)NN)=O (N-benzyl-6-hydrazinylnicotinamide), CN(C=C(C(=O)OCC)N1C=CC(C=C1)=O)C (ethyl 3-(dimethylamino)-2-(4-oxopyridin-1(4H)-yl)acrylate). Product: C(C1=CC=CC=C1)NC(C1=CN=C(C=C1)N1N=CC(=C1O)N1C=CC(C=C1)=O)=O (N-benzyl-6-(5-hydroxy-4-(4-oxopyridin-1(4H)-yl)-1H-pyrazol-1-yl)nicotinamide). As a reaction SMILES: [CH2:1]([NH:8][C:9](=[O:18])[C:10]1[CH:15]=[CH:14][C:13]([NH:16][NH2:17])=[N:12][CH:11]=1)[C:2]1[CH:7]=[CH:6][CH:5]=[CH:4][CH:3]=1.CN(C)[CH:21]=[C:22]([N:28]1[CH:33]=[CH:32][C:31](=[O:34])[CH:30]=[CH:29]1)[C:23](OCC)=[O:24]>>[CH2:1]([NH:8][C:9](=[O:18])[C:10]1[CH:15]=[CH:14][C:13]([N:16]2[C:23]([OH:24])=[C:22]([N:28]3[CH:29]=[CH:30][C:31](=[O:34])[CH:32]=[CH:33]3)[CH:21]=[N:17]2)=[N:12][CH:11]=1)[C:2]1[CH:3]=[CH:4][CH:5]=[CH:6][CH:7]=1. Procedure details: The title compound was prepared in a manner similar to Example 188 using N-benzyl-6-hydrazinylnicotinamide and ethyl 3-(dimethylamino)-2-(4-oxopyridin-1(4H)-yl)acrylate. MS m/z 388 [M+H]+. 1H NMR (400 MHz, DMSO-d6) δ ppm 4.53 (d, J=5.6 Hz, 2H) 6.68 (br. s., 2H) 7.27 (dq, J=8.5, 4.2 Hz, 1H) 7.30-7.41 (m, 4H) 8.29 (br. s., 2H) 8.37-8.54 (m, 3H) 8.97 (s, 1H) 9.27 (t, J=5.8 Hz, 1H). The reactants are CCOC(=O)c1cc2ccc(Cl)cc2[nH]1, [Na+], CN(C)C=O, [OH-], O, O=P(Cl)(Cl)Cl. Product: CCOC(=O)c1[nH]c2cc(Cl)ccc2c1C=O. RXN SMILES: [CH2:1]([CH3:2])[O:3][C:4](=[O:5])[c:6]1[nH:7][c:8]2[cH:9][c:10]([Cl:15])[cH:11][cH:12][c:13]2[cH:14]1.[Na+:23].[O:24]=[CH:25][N:26]([CH3:27])[CH3:28].[OH-:22].[OH2:21].[P:16]([Cl:17])([Cl:18])([Cl:19])=[O:20]>>[CH2:1]([CH3:2])[O:3][C:4](=[O:5])[c:6]1[nH:7][c:8]2[cH:9][c:10]([Cl:15])[cH:11][cH:12][c:13]2[c:14]1[CH:25]=[O:24].